Task: describe an organic reaction: reactants, conditions, products, and yield. Dataset: the Open Reaction Database (ORD), a public repository of structured organic reaction records The reactants are Br, CC(=O)CC(C)C, CCO, O=c1[nH]c2ccccc2n1CCCCl, [I-], [K+], Clc1ccc2c(C3CCNCC3)noc2c1, [Na+], [Na+], O=C([O-])[O-]. Product: Br, O=c1[nH]c2ccccc2n1CCCN1CCC(c2noc3cc(Cl)ccc23)CC1. Reaction SMILES: [BrH:39].[CH3:40][CH:41]([CH2:42][C:43](=[O:44])[CH3:45])[CH3:46].[CH3:47][CH2:48][OH:49].[Cl:17][CH2:18][CH2:19][CH2:20][n:21]1[c:22](=[O:30])[nH:23][c:24]2[c:25]1[cH:26][cH:27][cH:28][cH:29]2.[I-:38].[K+:37].[NH:1]1[CH2:2][CH2:3][CH:4]([c:7]2[n:8][o:9][c:10]3[c:11]2[cH:12][cH:13][c:14]([Cl:16])[cH:15]3)[CH2:5][CH2:6]1.[Na+:31].[Na+:32].[O-:33][C:34](=[O:35])[O-:36]>>[BrH:39].[N:1]1([CH2:18][CH2:19][CH2:20][n:21]2[c:22](=[O:30])[nH:23][c:24]3[c:25]2[cH:26][cH:27][cH:28][cH:29]3)[CH2:2][CH2:3][CH:4]([c:7]2[n:8][o:9][c:10]3[c:11]2[cH:12][cH:13][c:14]([Cl:16])[cH:15]3)[CH2:5][CH2:6]1. Starting materials: C1(=CC=C(C=C1)S(=O)(=O)Cl)C1=CC=CC=C1 (biphenyl-4-sulfonyl chloride), N1N=NN=C1C=1C=C(C=CC1)N ([3-(1H-tetrazol-5-yl)phenyl]amine). Product: N1N=NN=C1C=1C=C(C=CC1)NS(=O)(=O)C1=CC=C(C=C1)C1=CC=CC=C1 (N-[3-(1H-Tetrazol-5-yl)phenyl]biphenyl-4-sulfonamide). The yield is 58.3%. Reaction SMILES: [C:1]1([C:11]2[CH:16]=[CH:15][CH:14]=[CH:13][CH:12]=2)[CH:6]=[CH:5][C:4]([S:7](Cl)(=[O:9])=[O:8])=[CH:3][CH:2]=1.[NH:17]1[C:21]([C:22]2[CH:23]=[C:24]([NH2:28])[CH:25]=[CH:26][CH:27]=2)=[N:20][N:19]=[N:18]1>>[NH:20]1[C:21]([C:22]2[CH:23]=[C:24]([NH:28][S:7]([C:4]3[CH:5]=[CH:6][C:1]([C:11]4[CH:16]=[CH:15][CH:14]=[CH:13][CH:12]=4)=[CH:2][CH:3]=3)(=[O:9])=[O:8])[CH:25]=[CH:26][CH:27]=2)=[N:17][N:18]=[N:19]1. Procedure: The product was prepared according to General Procedure 1, described in Example 1, starting from biphenyl-4-sulfonyl chloride (14 mg, 0.055 mmol) and [3-(1H-tetrazol-5-yl)phenyl]amine (8 mg, 0.05 mmol) giving 11 mg (60%) of the title product. MS (ESI+) calcd for C19H15N5O2S 377.094645, found 377.094375. The reactants are OC(C)C=1N(C=C(C(C1)=O)OCC1=CC=C(C=C1)OC)C1=CC(=CC=C1)Br (2-(1-hydroxyethyl)-1-[3-bromophenyl]-5-[(4-methoxybenzyl)oxy]pyridin-4(1H)-one), C1=NC=C(C2=CC=CC=C12)B(O)O (isoquinolin-4-ylboronic acid). Run at temperature 80 celsius. Product: OC(C)C=1N(C=C(C(C1)=O)OCC1=CC=C(C=C1)OC)C1=CC(=CC=C1)C1=CN=CC2=CC=CC=C12 (2-(1-hydroxyethyl)-1-[3-(isoquinolin-4-yl)phenyl]-5-[(4-methoxybenzyl)oxy]pyridin-4(1H)-one). Reaction SMILES: [OH:1][CH:2]([C:4]1[N:5]([C:21]2[CH:26]=[CH:25][CH:24]=[C:23](Br)[CH:22]=2)[CH:6]=[C:7]([O:11][CH2:12][C:13]2[CH:18]=[CH:17][C:16]([O:19][CH3:20])=[CH:15][CH:14]=2)[C:8](=[O:10])[CH:9]=1)[CH3:3].[CH:28]1[C:37]2[C:32](=[CH:33][CH:34]=[CH:35][CH:36]=2)[C:31](B(O)O)=[CH:30][N:29]=1>>[OH:1][CH:2]([C:4]1[N:5]([C:21]2[CH:26]=[CH:25][CH:24]=[C:23]([C:31]3[C:32]4[C:37](=[CH:36][CH:35]=[CH:34][CH:33]=4)[CH:28]=[N:29][CH:30]=3)[CH:22]=2)[CH:6]=[C:7]([O:11][CH2:12][C:13]2[CH:18]=[CH:17][C:16]([O:19][CH3:20])=[CH:15][CH:14]=2)[C:8](=[O:10])[CH:9]=1)[CH3:3]. Reported procedure: To a 100 mL round-bottom flask were added 4.20 g (9.76 mmol) of 2-(1-hydroxyethyl)-1-[3-bromophenyl]-5-[(4-methoxybenzyl)oxy]pyridin-4(1H)-one, 3.38 g (19.52 mmol) isoquinolin-4-ylboronic acid, 0.75 g (0.97 mmol) 1,-bis(diphenylphosphino)ferrocene-palladium(II)dichloride dichloromethane complex. The flask was equipped with a condenser, evacuated, and purged with nitrogen. Evacuation was repeated three times and 50 mL THF and 40 mL 1 M aq cesium carbonate were added. The reaction mixture was heat... The reactants are ClC=1C(N(S(C1C1=CC=CC=C1)(=O)=O)CCOC)=O (4-chloro-2-(2-methoxyethyl)-5-phenylisothiazol-3(2H)-one 1,1-dioxide), N1C=CC2=CC(=CC=C12)N (1H-indol-5-amine), H+. RXN SMILES: Cl[C:2]1[C:3](=[O:19])[N:4]([CH2:15][CH2:16][O:17][CH3:18])[S:5](=[O:14])(=[O:13])[C:6]=1[C:7]1[CH:12]=[CH:11][CH:10]=[CH:9][CH:8]=1.[NH:20]1[C:28]2[C:23](=[CH:24][C:25]([NH2:29])=[CH:26][CH:27]=2)[CH:22]=[CH:21]1>>[NH:20]1[C:28]2[C:23](=[CH:24][C:25]([NH:29][C:2]3[C:3](=[O:19])[N:4]([CH2:15][CH2:16][O:17][CH3:18])[S:5](=[O:14])(=[O:13])[C:6]=3[C:7]3[CH:12]=[CH:11][CH:10]=[CH:9][CH:8]=3)=[CH:26][CH:27]=2)[CH:22]=[CH:21]1. Procedure: The title compound was prepared from 4-chloro-2-(2-methoxyethyl)-5-phenylisothiazol-3(2H)-one 1,1-dioxide and 1H-indol-5-amine in a similar manner as described for e.g. Examples 9 and 13. 1H NMR (400 MHz, CD3CN): δ 7.78 (bs, 1H), 7.18 (t, 1H), 7.14-7.10 (m, 2H), 7.09-7.05 (m, 2H), 7.03-6.98 (m, 3H), 6.69 (dd, 1H), 6.23-6.20 (m, 1H), 3.92 (t, 2H), 3.74 (t, 2H), 3.39 (s, 3H); Mass Spectrum: M+H+ 398. Yields the product N1C=CC2=CC(=CC=C12)NC=1C(N(S(C1C1=CC=CC=C1)(=O)=O)CCOC)=O (4-(1H-Indol-5-ylamino)-2-(2-methoxyethyl)-5-phenylisothiazol-3(2H)-one 1,1-dioxide). Reactants: O=Cc1cc(Br)co1, C=CB(OCCCC)OCCCC, O=Cc1cc(Cc2ccc(Cl)cc2)cs1, CN(C)C=O. The product is C=Cc1coc(C=O)c1. As a reaction SMILES: [Br:1][c:2]1[cH:3][c:4]([CH:7]=[O:8])[o:5][cH:6]1.[CH2:9]([CH2:10][CH2:20][CH3:21])[O:11][B:12]([CH:13]=[CH2:14])[O:15][CH2:16][CH2:17][CH2:18][CH3:19].[Cl:22][c:23]1[cH:24][cH:25][c:26]([CH2:27][c:28]2[cH:29][c:30]([CH:31]=[O:32])[s:33][cH:34]2)[cH:35][cH:36]1.[O:37]=[CH:38][N:39]([CH3:40])[CH3:41]>>[c:2]1([CH:9]=[CH2:10])[cH:3][c:4]([CH:7]=[O:8])[o:5][cH:6]1. Reactants: C(C1=CC=CC=C1)(=O)N=C=S (benzoyl isothiocyanate), NC1=NC=C(C=C1OC1=CC=C(C#N)C=C1)Br (4-(2-amino-5-bromopyridin-3-yloxy)benzonitrile). The product is C(C1=CC=CC=C1)(=O)NC(=S)NC1=NC=C(C=C1OC1=CC=C(C=C1)C#N)Br (1-benzoyl-3-(5-bromo-3-(4-cyanophenoxy)pyridin-2-yl)thiourea). RXN SMILES: [C:1]([N:9]=[C:10]=[S:11])(=[O:8])[C:2]1[CH:7]=[CH:6][CH:5]=[CH:4][CH:3]=1.[NH2:12][C:13]1[C:18]([O:19][C:20]2[CH:27]=[CH:26][C:23]([C:24]#[N:25])=[CH:22][CH:21]=2)=[CH:17][C:16]([Br:28])=[CH:15][N:14]=1>>[C:1]([NH:9][C:10]([NH:12][C:13]1[C:18]([O:19][C:20]2[CH:21]=[CH:22][C:23]([C:24]#[N:25])=[CH:26][CH:27]=2)=[CH:17][C:16]([Br:28])=[CH:15][N:14]=1)=[S:11])(=[O:8])[C:2]1[CH:7]=[CH:6][CH:5]=[CH:4][CH:3]=1. Procedure: Prepared according to the method of Example 7, step C from benzoyl isothiocyanate and 4-(2-amino-5-bromopyridin-3-yloxy)benzonitrile. Starting materials: IC1C(NC2=C(CC1)C=C(C=C2)OC)=O (3-Iodo-7-methoxy-2,3,4,5-tetrahydro-1H-1-benzazepin-2-one), [N-]=[N+]=[N-].[Na+] (sodium azide). Solvent: CN(C=O)C (dimethylformamide). Run at time 2 hour. Product: N(=[N+]=[N-])C1C(NC2=C(CC1)C=C(C=C2)OC)=O (3-Azido-7-methoxy-2,3,4,5-tetrahydro-1H-1-benzazepin-2-one). Yield: 85.1%. As a reaction SMILES: I[CH:2]1[CH2:8][CH2:7][C:6]2[CH:9]=[C:10]([O:13][CH3:14])[CH:11]=[CH:12][C:5]=2[NH:4][C:3]1=[O:15].[N-:16]=[N+:17]=[N-:18].[Na+]>CN(C)C=O>[N:16]([CH:2]1[CH2:8][CH2:7][C:6]2[CH:9]=[C:10]([O:13][CH3:14])[CH:11]=[CH:12][C:5]=2[NH:4][C:3]1=[O:15])=[N+:17]=[N-:18] |f:1.2|. Procedure: 3-Iodo-7-methoxy-2,3,4,5-tetrahydro-1H-1-benzazepin-2-one (4.074 g, 12.85 mmol) and sodium azide (4.178 g, 64.3 mmol, 5 eq.) were dissolved in 50 mL of dimethylformamide and heated with stirring at 60° for 2 hours. The solvent was evaporated under vacuum at room temperature and the residue redissolved in 150 mL of ethyl acetate and washed with water (3×50 mL) and brine (1×50 mL). The organic layer was separated, dried over MgSO4, filtered and evaporated to dryness under vacuum to yield 2.538 g (... Starting materials: BrC=1C=CC(=C(C1)C(C)(C(CO[Si](C)(C)C(C)(C)C)(F)F)NS(=O)C(C)(C)C)F (N-(2-(5-bromo-2-fluorophenyl)-4-(tert-butyldimethylsilyloxy)-3,3-difluorobutan-2-yl)-2-methylpropane-2-sulfinamide). The solvent is CO (MeOH), Cl (HCl). The product is NC(C(CO)(F)F)(C)C1=C(C=CC(=C1)Br)F (3-amino-3-(5-bromo-2-fluorophenyl)-2,2-difluorobutan-1-ol). As a reaction SMILES: [Br:1][C:2]1[CH:3]=[CH:4][C:5]([F:29])=[C:6]([C:8]([NH:22]S(C(C)(C)C)=O)([C:10]([F:21])([F:20])[CH2:11][O:12][Si](C(C)(C)C)(C)C)[CH3:9])[CH:7]=1>CO.Cl>[NH2:22][C:8]([C:6]1[CH:7]=[C:2]([Br:1])[CH:3]=[CH:4][C:5]=1[F:29])([CH3:9])[C:10]([F:20])([F:21])[CH2:11][OH:12]. Procedure details: To a solution of N-(2-(5-bromo-2-fluorophenyl)-4-(tert-butyldimethylsilyloxy)-3,3-difluorobutan-2-yl)-2-methylpropane-2-sulfinamide (8.8 g, 17.08 mmol) in dry MeOH (60 mL), dry HCl gas was purged for 30 min at −22° C. Reaction mixture was concentrated under reduced pressure and basified with NH4OH solution under cooling. Product was extracted with dichloromethane, washed with brine, dried over anhydrous Na2SO4 and concentrated under reduced pressure to furnish title compound as a color less thic... Reaction SMILES: [Br:41][CH2:42][F:43].[C:35](=[O:36])([O-:37])[O-:38].[CH2:48]([Cl:49])[Cl:50].[CH3:44][S:45](=[O:46])[CH3:47].[ClH:34].[K+:39].[K+:40].[OH:1][N:2]=[C:3]([C:4](=[O:5])[O:6][CH2:7][CH3:8])[c:9]1[n:10][c:11]([NH:14][C:15]([c:16]2[cH:17][cH:18][cH:19][cH:20][cH:21]2)([c:22]2[cH:23][cH:24][cH:25][cH:26][cH:27]2)[c:28]2[cH:29][cH:30][cH:31][cH:32][cH:33]2)[s:12][cH:13]1>>[O:1]([N:2]=[C:3]([C:4](=[O:5])[O:6][CH2:7][CH3:8])[c:9]1[n:10][c:11]([NH:14][C:15]([c:16]2[cH:17][cH:18][cH:19][cH:20][cH:21]2)([c:22]2[cH:23][cH:24][cH:25][cH:26][cH:27]2)[c:28]2[cH:29][cH:30][cH:31][cH:32][cH:33]2)[s:12][cH:13]1)[CH2:42][F:43]. Product: CCOC(=O)C(=NOCF)c1csc(NC(c2ccccc2)(c2ccccc2)c2ccccc2)n1. Starting materials: FCBr, O=C([O-])[O-], ClCCl, CS(C)=O, Cl, [K+], [K+], CCOC(=O)C(=NO)c1csc(NC(c2ccccc2)(c2ccccc2)c2ccccc2)n1. Reactants: CC#N, Cc1c(C=O)c2c(c(C)c1NC(=O)CC(C)(C)C)C(c1ccc(C(C)C)cc1)CO2, [O-][Cl+][O-], Cl, [Na+], [Na+], [Na+], O, O=P([O-])(O)O, OO, O=S(=O)([O-])O. Product: Cc1c(NC(=O)CC(C)(C)C)c(C)c2c(c1C(=O)O)OCC2c1ccc(C(C)C)cc1. As a reaction SMILES: [CH3:50][C:51]#[N:52].[CH:1](=[O:2])[c:3]1[c:4]([CH3:30])[c:5]([NH:22][C:23]([CH2:24][C:25]([CH3:26])([CH3:27])[CH3:28])=[O:29])[c:6]([CH3:21])[c:7]2[c:11]1[O:10][CH2:9][CH:8]2[c:12]1[cH:13][cH:14][c:15]([CH:18]([CH3:19])[CH3:20])[cH:16][cH:17]1.[Cl+:39]([O-:40])[O-:41].[ClH:49].[Na+:31].[Na+:42].[Na+:48].[OH2:53].[OH:32][P:33](=[O:34])([O-:35])[OH:36].[OH:37][OH:38].[S:43]([O-:44])([OH:45])(=[O:46])=[O:47]>>[C:1](=[O:2])([c:3]1[c:4]([CH3:30])[c:5]([NH:22][C:23]([CH2:24][C:25]([CH3:26])([CH3:27])[CH3:28])=[O:29])[c:6]([CH3:21])[c:7]2[c:11]1[O:10][CH2:9][CH:8]2[c:12]1[cH:13][cH:14][c:15]([CH:18]([CH3:19])[CH3:20])[cH:16][cH:17]1)[OH:32].